Dataset: the Open Reaction Database (ORD), a public repository of structured organic reaction records. Task: describe an organic reaction: reactants, conditions, products, and yield The reactants are C(C)C1=C(N)C(=CC=C1)CC (2,6-Diethylaniline), C=O (paraformaldehyde), solution, CN(C)C (trimethylamine), CCCCCCC (heptane). Run in O (water). Yields the product C=NC1=C(C=CC=C1CC)CC (N-methylene-2,6-diethylaniline). RXN SMILES: [CH2:1]([C:3]1[CH:9]=[CH:8][CH:7]=[C:6]([CH2:10][CH3:11])[C:4]=1[NH2:5])[CH3:2].C=O.[CH3:14]N(C)C.CCCCCCC>O>[CH2:14]=[N:5][C:4]1[C:6]([CH2:10][CH3:11])=[CH:7][CH:8]=[CH:9][C:3]=1[CH2:1][CH3:2]. Reported procedure: 2,6-Diethylaniline (149.2 grams; 1.0 mole), paraformaldehyde (40 grams), a 25% solution of trimethylamine (1.7 grams) and heptane were charged into a glass reaction vessel equipped with a mechanical stirrer, thermometer and reflux condenser connected to a Dean-Stark trap. The reaction mixture was heated and the water formed removed by azeotropic distillation. When no more water could be removed, the reaction mixture was stripped of solvent and distilled to yield the desired product N-methylene-2... Solvent: CO (MeOH), CO (MeOH), O (water). Isolated yield 83.0%. Starting materials: C(N)(=O)C1=C(C=2N(N=C1)C=C(C2)C2=CC=CC=C2)NC(C(C(=O)OC)(C)C)C (Methyl 3-(3-carbamoyl-6-phenylpyrrolo[1,2-b]pyridazin-4-ylamino)-2,2-dimethylbutanoate), [OH-].[K+] (Potassium hydroxide). Procedure: Methyl 3-(3-carbamoyl-6-phenylpyrrolo[1,2-b]pyridazin-4-ylamino)-2,2-dimethylbutanoate (0.2 g, 0.526 mmol) was taken in a mixture of MeOH (30 mL) and water (3 mL). Potassium hydroxide (0.442 g, 7.89 mmol) was added and the reaction mixture was heated at reflux overnight. After completion of the reaction, MeOH was concentrated under reduced pressure and the crude mass was cooled to 0° C. and acidified to pH 5 by stirring in 1.5N HCl solution for 15 min. An off white colored solid separated out wh... Reaction SMILES: [C:1]([C:4]1[CH:9]=[N:8][N:7]2[CH:10]=[C:11]([C:13]3[CH:18]=[CH:17][CH:16]=[CH:15][CH:14]=3)[CH:12]=[C:6]2[C:5]=1[NH:19][CH:20]([CH3:28])[C:21]([CH3:27])([CH3:26])[C:22]([O:24]C)=[O:23])(=[O:3])[NH2:2].[OH-].[K+]>CO.O>[C:1]([C:4]1[CH:9]=[N:8][N:7]2[CH:10]=[C:11]([C:13]3[CH:18]=[CH:17][CH:16]=[CH:15][CH:14]=3)[CH:12]=[C:6]2[C:5]=1[NH:19][CH:20]([CH3:28])[C:21]([CH3:27])([CH3:26])[C:22]([OH:24])=[O:23])(=[O:3])[NH2:2] |f:1.2|. Conditions: temperature 0 celsius, time 15 minute. Product: C(N)(=O)C1=C(C=2N(N=C1)C=C(C2)C2=CC=CC=C2)NC(C(C(=O)O)(C)C)C (3-(3-carbamoyl-6-phenylpyrrolo[1,2-b]pyridazin-4-ylamino)-2,2-dimethylbutanoic acid). The reactants are Cl (HCl), N(N)C=1C=C(C(=O)O)C=CC1 (3-hydrazinobenzoic acid), C(C)(=O)[O-].[K+] (potassium acetate), O[C@H]1C[C@]2([C@H]([C@@H]3CCC4=CC(C(C[C@@]4([C@@H]13)C)C=O)=O)CC[C@@]21OCOC12OCOC2)C ((8S,9S,10R,11S,13S,14S,17R)-11-hydroxy-10,13-dimethyl-3-oxo-1,2,3,6,7,8,9,10,11,12,13,14,15,16-tetradecahydrodispiro[cyclopenta[a]phenanthrene-17,4′-[1,3]dioxolane-5′,4″-[1,3]dioxolane]-2-carbaldehyde). The solvent is C(C)O (ethanol), O (water). Product: O[C@@H]1C[C@@]2([C@@H]([C@H]3CCC=4[C@@](CC=5C=NN(C5C4)C=4C=C(C(=O)O)C=CC4)([C@H]13)C)CC[C@]21OCOC12OCOC2)C (3-[(1S,3aR,3bR,10aS,10bR,11R,12aR)-11-hydroxy-10a,12a-dimethyl-2,3,3a,3b,4,5,10,10a,10b,11,12,12a-dodecahydro-7H-dispiro[cyclopenta[5,6]naphtho[1,2-f]indazole-1,4′-[1,3]dioxolane-5′,4″-[1,3]dioxolan]-7-yl]benzoic Acid). Run at time 1 hour. Isolated yield 106.9%. RXN SMILES: [OH:1][C@@H:2]1[C@H:15]2[C@@H:6]([CH2:7][CH2:8][C:9]3[C@:14]2([CH3:16])[CH2:13][CH:12]([CH:17]=O)[C:11](=O)[CH:10]=3)[C@@H:5]2[CH2:20][CH2:21][C@:22]3([C:26]4([CH2:30][O:29][CH2:28][O:27]4)[O:25][CH2:24][O:23]3)[C@@:4]2([CH3:31])[CH2:3]1.[NH:32]([C:34]1[CH:35]=[C:36]([CH:40]=[CH:41][CH:42]=1)[C:37]([OH:39])=[O:38])[NH2:33].C([O-])(=O)C.[K+].Cl>C(O)C.O>[OH:1][C@H:2]1[C@@H:15]2[C@H:6]([CH2:7][CH2:8][C:9]3[C@@:14]2([CH3:16])[CH2:13][C:12]2[CH:17]=[N:33][N:32]([C:34]4[CH:35]=[C:36]([CH:40]=[CH:41][CH:42]=4)[C:37]([OH:39])=[O:38])[C:11]=2[CH:10]=3)[C@H:5]2[CH2:20][CH2:21][C@@:22]3([C:26]4([CH2:30][O:29][CH2:28][O:27]4)[O:25][CH2:24][O:23]3)[C@:4]2([CH3:31])[CH2:3]1 |f:2.3|. Procedure: (8S,9S,10R,11S,13S,14S,17R)-11-hydroxy-10,13-dimethyl-3-oxo-1,2,3,6,7,8,9,10,11,12,13,14,15,16-tetradecahydrodispiro[cyclopenta[a]phenanthrene-17,4′-[1,3]dioxolane-5′,4″-[1,3]dioxolane]-2-carbaldehyde (Steroids 2003, (68), 177-191) (1.4 g, 3.24 mmol) was dissolved in ethanol (10 ml) and water (1 ml). 3-hydrazinobenzoic acid (0.493 g, 3.24 mmol) and potassium acetate (0.491 g, 5 mmol) were added to give a brown solution which was stirred for 1 hour at room temperature. The mixture was poured into...